From a dataset of the Open Reaction Database (ORD), a public repository of structured organic reaction records. describe an organic reaction: reactants, conditions, products, and yield Reactants: ClC1=C(C=C(C(=O)O)C=C1[N+](=O)[O-])S(=O)(=O)C (4-chloro-3-methylsulfonyl-5-nitrobenzoic acid), S(O)(O)(=O)=O (sulfuric acid), CO (methanol). The product is ClC1=C(C=C(C(=O)OC)C=C1[N+](=O)[O-])S(=O)(=O)C (methyl 4-chloro-3-methylsulfonyl-5-nitrobenzoate). RXN SMILES: [Cl:1][C:2]1[C:10]([N+:11]([O-:13])=[O:12])=[CH:9][C:5]([C:6]([OH:8])=[O:7])=[CH:4][C:3]=1[S:14]([CH3:17])(=[O:16])=[O:15].S(=O)(=O)(O)O.[CH3:23]O>>[Cl:1][C:2]1[C:10]([N+:11]([O-:13])=[O:12])=[CH:9][C:5]([C:6]([O:8][CH3:23])=[O:7])=[CH:4][C:3]=1[S:14]([CH3:17])(=[O:16])=[O:15]. Procedure details: The mixture of 4-chloro-3-methylsulfonyl-5-nitrobenzoic acid (10.0 g) and conc. sulfuric acid (5.0 ml) in methanol (100.0 ml) was heated under reflux for 10 hours and the mixture was evaporated in vacuo. To the residue was added water and the mixture was adjusted to pH 8 with potassium carbonate. The mixture was extracted with a mixture of ethyl acetate and tetrahydrofuran. The extract was washed with brine, dried over magnesium sulfate and evaporated in vacuo. The residue was triturated with di... Reactants: C1(CCCCCCC1)C=1N=C(SC1)\C=C\C1=CC(=CC=C1)[N+](=O)[O-] ((E)-4-cyclooctyl-2-[2-(3-nitrophenyl)ethenyl]thiazole), C(C)O (ethyl alcohol), O.O.[Sn](Cl)Cl (tin(II) chloride dihydrate). The solvent is [OH-].[Na+] (sodium hydroxide). Product: C1(CCCCCCC1)C=1N=C(SC1)/C=C/C=1C=C(C=CC1)N ((E)-3-[2-[4-(cyclooctyl)-2-thiazolyl]ethenyl]benzeneamine). The yield is 98.6%. Reaction SMILES: [CH:1]1([C:9]2[N:10]=[C:11](/[CH:14]=[CH:15]/[C:16]3[CH:21]=[CH:20][CH:19]=[C:18]([N+:22]([O-])=O)[CH:17]=3)[S:12][CH:13]=2)[CH2:8][CH2:7][CH2:6][CH2:5][CH2:4][CH2:3][CH2:2]1.C(O)C.O.O.[Sn](Cl)Cl>[OH-].[Na+]>[CH:1]1([C:9]2[N:10]=[C:11](/[CH:14]=[CH:15]/[C:16]3[CH:17]=[C:18]([NH2:22])[CH:19]=[CH:20][CH:21]=3)[S:12][CH:13]=2)[CH2:2][CH2:3][CH2:4][CH2:5][CH2:6][CH2:7][CH2:8]1 |f:2.3.4,5.6|. Procedure details: A mixture composed of 2.0 g of (E)-4-cyclooctyl-2-[2-(3-nitrophenyl)ethenyl]thiazole, 50 ml of ethyl alcohol and 4.6 g of tin(II) chloride dihydrate was heated to reflux for 1.2 hr. The cooled reaction mixture was then diluted with 200 ml of 1.5N sodium hydroxide and this mixture was extracted with ethyl ether. The combined extracts were washed with brine, dried (MgSO4) and condensed in vacuo and the residual materials were further purified by silica gel chromatography using ethyl acetate as the... The reactants are CCN1CCNCC1, CCN1CCN(c2ccc(N3CCc4c(-c5cnc(N(Cc6ccc(OC)cc6)Cc6ccc(OC)cc6)nc5)nc(N5CCOCC5)nc43)cn2)CC1, COc1ccc(CN(Cc2ccc(OC)cc2)c2ncc(-c3nc(N4CCOCC4)nc4c3CCN4c3ccc(Cl)nc3)cn2)cc1. Yields the product CCN1CCN(c2ccc(N3CCc4c(-c5cnc(N)nc5)nc(N5CCOCC5)nc43)cn2)CC1. RXN SMILES: [CH2:48]([N:49]1[CH2:50][CH2:51][NH:52][CH2:53][CH2:54]1)[CH3:55].[CH2:56]([CH3:57])[N:58]1[CH2:59][CH2:60][N:61]([c:64]2[cH:65][cH:66][c:67]([N:70]3[CH2:71][CH2:72][c:73]4[c:74]3[n:75][c:76]([N:104]3[CH2:105][CH2:106][O:107][CH2:108][CH2:109]3)[n:77][c:78]4-[c:79]3[cH:80][n:81][c:82]([N:85]([CH2:86][c:87]4[cH:88][cH:89][c:90]([O:91][CH3:92])[cH:93][cH:94]4)[CH2:95][c:96]4[cH:97][cH:98][c:99]([O:100][CH3:101])[cH:102][cH:103]4)[n:83][cH:84]3)[cH:68][n:69]2)[CH2:62][CH2:63]1.[Cl:1][c:2]1[n:3][cH:4][c:5]([N:6]2[c:7]3[n:8][c:9]([N:10]4[CH2:11][CH2:12][O:13][CH2:14][CH2:15]4)[n:16][c:17](-[c:18]4[cH:19][n:20][c:21]([N:22]([CH2:23][c:24]5[cH:25][cH:26][c:27]([O:28][CH3:29])[cH:30][cH:31]5)[CH2:32][c:33]5[cH:34][cH:35][c:36]([O:37][CH3:38])[cH:39][cH:40]5)[n:41][cH:42]4)[c:43]3[CH2:44][CH2:45]2)[cH:46][cH:47]1>>[CH2:56]([CH3:57])[N:58]1[CH2:59][CH2:60][N:61]([c:64]2[cH:65][cH:66][c:67]([N:70]3[CH2:71][CH2:72][c:73]4[c:74]3[n:75][c:76]([N:104]3[CH2:105][CH2:106][O:107][CH2:108][CH2:109]3)[n:77][c:78]4-[c:79]3[cH:80][n:81][c:82]([NH2:85])[n:83][cH:84]3)[cH:68][n:69]2)[CH2:62][CH2:63]1. Yields the product CCCCCCCCN1CCCC(=O)C1CCCCCCC. Starting materials: CCCCCCCCN1CCCC(O)C1CCCCCCC, CC(C)=O. As a reaction SMILES: [CH2:1]([CH2:2][CH2:3][CH2:4][CH2:5][CH2:6][CH3:7])[CH:8]1[N:9]([CH2:15][CH2:16][CH2:17][CH2:18][CH2:19][CH2:20][CH2:21][CH3:22])[CH2:10][CH2:11][CH2:12][CH:13]1[OH:14].[CH3:23][C:24](=[O:25])[CH3:26]>>[CH2:1]([CH2:2][CH2:3][CH2:4][CH2:5][CH2:6][CH3:7])[CH:8]1[N:9]([CH2:15][CH2:16][CH2:17][CH2:18][CH2:19][CH2:20][CH2:21][CH3:22])[CH2:10][CH2:11][CH2:12][C:13]1=[O:14].